From a dataset of the Open Reaction Database (ORD), a public repository of structured organic reaction records. describe an organic reaction: reactants, conditions, products, and yield Reactants: COc1ccc(N)cc1, COCCCN1C(=O)C(Cl)=C(c2ccccc2)C1=O, CN(C)C=O. The product is COCCCN1C(=O)C(Nc2ccc(OC)cc2)=C(c2ccccc2)C1=O. RXN SMILES: [CH3:20][O:21][c:22]1[cH:23][cH:24][c:25]([NH2:26])[cH:27][cH:28]1.[Cl:1][C:2]1=[C:6]([c:7]2[cH:8][cH:9][cH:10][cH:11][cH:12]2)[C:5](=[O:13])[N:4]([CH2:14][CH2:15][CH2:16][O:17][CH3:18])[C:3]1=[O:19].[O:29]=[CH:30][N:31]([CH3:32])[CH3:33]>>[C:2]1([NH:26][c:25]2[cH:24][cH:23][c:22]([O:21][CH3:20])[cH:28][cH:27]2)=[C:6]([c:7]2[cH:8][cH:9][cH:10][cH:11][cH:12]2)[C:5](=[O:13])[N:4]([CH2:14][CH2:15][CH2:16][O:17][CH3:18])[C:3]1=[O:19].